Task: describe an organic reaction: reactants, conditions, products, and yield. Dataset: the Open Reaction Database (ORD), a public repository of structured organic reaction records Run at temperature 120 celsius. Reaction SMILES: [CH2:1]([N:8]1[CH2:13][CH2:12][N:11]([C:14]2[N:19]=[C:18](Cl)[C:17]([CH2:21][C:22]([O:24]CC)=O)=[CH:16][N:15]=2)[CH2:10][CH2:9]1)[C:2]1[CH:7]=[CH:6][CH:5]=[CH:4][CH:3]=1.[CH2:27]([NH2:29])[CH3:28].C(O)(C)C>O>[CH2:1]([N:8]1[CH2:13][CH2:12][N:11]([C:14]2[N:15]=[CH:16][C:17]3[CH2:21][C:22](=[O:24])[N:29]([CH2:27][CH3:28])[C:18]=3[N:19]=2)[CH2:10][CH2:9]1)[C:2]1[CH:3]=[CH:4][CH:5]=[CH:6][CH:7]=1. Reported procedure: A mixture of 1.41 g (3.76 mmol, Referential Example 71) of ethyl 2-(4-benzylpiperazino)-4-chloropyrimidine-5-acetate, 5 ml of ethylamine and 20 ml of isopropanol was placed in a pressure vessel, in which they were heated at 120° C. for 2 hours. The solvent was then driven off under reduced pressure. The residue was added with water, followed by extraction with chloroform. After drying the organic layer with MgSO4, it was concentrated. The residue was purified by silica gel column chromatography ... Solvent: O (water). Yields the product C(C1=CC=CC=C1)N1CCN(CC1)C=1N=CC2=C(N1)N(C(C2)=O)CC (2-(4-Benzylpiperazino)-5,6-dihydro-7-ethyl-6-oxo(7H)pyrrolo[2,3-d]pyrimidine). The yield is 46.0%. Reactants: C(C1=CC=CC=C1)N1CCN(CC1)C1=NC=C(C(=N1)Cl)CC(=O)OCC (ethyl 2-(4-benzylpiperazino)-4-chloropyrimidine-5-acetate), C(C)N (ethylamine), C(C)(C)O (isopropanol). The reactants are C1CCOC1, CO, Cc1oc(-c2ccc(Cl)cc2)cc1C(=O)O. Yields the product Cc1oc(-c2ccc(Cl)cc2)cc1CO. Reaction SMILES: [CH2:17]1[O:18][CH2:19][CH2:20][CH2:21]1.[CH3:22][OH:23].[Cl:1][c:2]1[cH:3][cH:4][c:5](-[c:8]2[cH:9][c:10]([C:14](=[O:15])[OH:16])[c:11]([CH3:13])[o:12]2)[cH:6][cH:7]1>>[Cl:1][c:2]1[cH:3][cH:4][c:5](-[c:8]2[cH:9][c:10]([CH2:14][OH:15])[c:11]([CH3:13])[o:12]2)[cH:6][cH:7]1. Reactants: Oc1ccc(Br)cc1, O=[N+]([O-])c1cc(Br)ccc1O, CC(C)=O, [Na+], [Na+], O, O=S([O-])S(=O)[O-]. The product is Nc1cc(Br)ccc1O. RXN SMILES: [Br:1][c:2]1[cH:3][cH:4][c:5]([OH:6])[cH:7][cH:8]1.[Br:9][c:10]1[cH:11][c:12]([N+:17]([O-:18])=[O:19])[c:13]([OH:16])[cH:14][cH:15]1.[CH3:20][C:21](=[O:22])[CH3:23].[Na+:30].[Na+:31].[OH2:32].[S:24]([S:25]([O-:26])=[O:27])([O-:28])=[O:29]>>[Br:9][c:10]1[cH:11][c:12]([NH2:17])[c:13]([OH:16])[cH:14][cH:15]1. Starting materials: CCC(C)c1onc(-c2c(Cl)cccc2Cl)c1CO, ClCCl, CC(C)OC(=O)N=NC(=O)OC(C)C, COC(=O)c1ccc2cc(-c3ccc(O)cc3)ccc2n1, c1ccc(P(c2ccccc2)c2ccccc2)cc1. Yields the product CCC(C)c1onc(-c2c(Cl)cccc2Cl)c1COc1ccc(-c2ccc3nc(C(=O)OC)ccc3c2)cc1. As a reaction SMILES: [Cl:41][c:42]1[c:43](-[c:49]2[n:50][o:51][c:52]([CH:56]([CH2:57][CH3:58])[CH3:59])[c:53]2[CH2:54][OH:55])[c:44]([Cl:48])[cH:45][cH:46][cH:47]1.[Cl:74][CH2:75][Cl:76].[O:60]=[C:61]([O:62][CH:63]([CH3:64])[CH3:65])[N:66]=[N:67][C:68]([O:69][CH:70]([CH3:71])[CH3:72])=[O:73].[OH:1][c:2]1[cH:3][cH:4][c:5](-[c:8]2[cH:9][c:10]3[cH:11][cH:12][c:13]([C:18](=[O:19])[O:20][CH3:21])[n:14][c:15]3[cH:16][cH:17]2)[cH:6][cH:7]1.[c:22]1([P:23]([c:24]2[cH:25][cH:26][cH:27][cH:28][cH:29]2)[c:30]2[cH:31][cH:32][cH:33][cH:34][cH:35]2)[cH:36][cH:37][cH:38][cH:39][cH:40]1>>[O:1]([c:2]1[cH:3][cH:4][c:5](-[c:8]2[cH:9][c:10]3[cH:11][cH:12][c:13]([C:18](=[O:19])[O:20][CH3:21])[n:14][c:15]3[cH:16][cH:17]2)[cH:6][cH:7]1)[CH2:54][c:53]1[c:49](-[c:43]2[c:42]([Cl:41])[cH:47][cH:46][cH:45][c:44]2[Cl:48])[n:50][o:51][c:52]1[CH:56]([CH2:57][CH3:58])[CH3:59]. Starting materials: CC(C)CC(=O)Cl, Nc1cnccc1C(=O)O, CN(C)C=O, O. Yields the product CC(C)CC(=O)Nc1cnccc1C(=O)O. As a reaction SMILES: [C:11]([CH2:12][CH:13]([CH3:14])[CH3:15])(=[O:16])[Cl:17].[NH2:1][c:2]1[c:3]([C:4](=[O:5])[OH:6])[cH:7][cH:8][n:9][cH:10]1.[O:19]=[CH:20][N:21]([CH3:22])[CH3:23].[OH2:18]>>[NH:1]([c:2]1[c:3]([C:4](=[O:5])[OH:6])[cH:7][cH:8][n:9][cH:10]1)[C:11]([CH2:12][CH:13]([CH3:14])[CH3:15])=[O:16]. The reactants are resultant solution, [BH3-]C#N.[Na+] (NaBH3CN), C(C)(C)(C)OC(=O)N(CC1=CC=C(C=C1)CNC1CCCC=2C=CC=NC12)CC1=NC=CC=C1 (N-(t-butyloxycarbonyl)-N-(2-pyridinylmethyl)-N′-(5,6,7,8-tetrahydro-8-quinolinyl)-1,4-benzenedimethanamine), S1C(=NC=C1)C=O (thiazole-2-carboxaldehyde), [BH3-]C#N.[Na+] (NaBH3CN). Solvent: CO (methanol). Reaction conditions: time 2 day. The product is N1=C(C=CC=C1)CNCC1=CC=C(C=C1)CN(C1CCCC=2C=CC=NC12)CC=1SC=CN1 (N-(2-pyridinylmethyl)-N′-[2-thiazolylmethyl]-N′-(5,6,7,8-tetrahydro-8-quinolinyl)-1,4-benzenedimethanamine). Isolated yield 56.0%. As a reaction SMILES: C(OC([N:8]([CH2:28][C:29]1[CH:34]=[CH:33][CH:32]=[CH:31][N:30]=1)[CH2:9][C:10]1[CH:15]=[CH:14][C:13]([CH2:16][NH:17][CH:18]2[C:27]3[N:26]=[CH:25][CH:24]=[CH:23][C:22]=3[CH2:21][CH2:20][CH2:19]2)=[CH:12][CH:11]=1)=O)(C)(C)C.[S:35]1[CH:39]=[CH:38][N:37]=[C:36]1[CH:40]=O.[BH3-]C#N.[Na+]>CO>[N:30]1[CH:31]=[CH:32][CH:33]=[CH:34][C:29]=1[CH2:28][NH:8][CH2:9][C:10]1[CH:11]=[CH:12][C:13]([CH2:16][N:17]([CH2:40][C:36]2[S:35][CH:39]=[CH:38][N:37]=2)[CH:18]2[C:27]3[N:26]=[CH:25][CH:24]=[CH:23][C:22]=3[CH2:21][CH2:20][CH2:19]2)=[CH:14][CH:15]=1 |f:2.3|. Procedure details: To a stirred solution of N-(t-butyloxycarbonyl)-N-(2-pyridinylmethyl)-N′-(5,6,7,8-tetrahydro-8-quinolinyl)-1,4-benzenedimethanamine (0.295 g, 0.643 mmol) in anhydrous methanol (6.5 mL), at room temperature, was added thiazole-2-carboxaldehyde (0.33 mL, 3.76 mmol) followed by NaBH3CN (0.131 g, 2.09 mmol) and the resultant solution was stirred at room temperature. After 2 days, an additional amount of NaBH3CN (0.134 g, 2.10 mmol) was added and the solution was stirred at room temperature for an ad... The reactants are C([O-])([O-])=O.[K+].[K+] (potassium carbonate), [N+](#[C-])C(S(=O)(=O)C1=CC=C(C=C1)C)C1=CC=CC=C1 (1-{[isocyano(phenyl)methyl]sulfonyl}-4-methylbenzene), N1=CN=C(C=C1)\C=N\C1CCN(CC1)C(=O)OC(C)(C)C (tert-butyl 4-{[(1E)-pyrimidin-4-ylmethylene]amino}piperidine-1-carboxylate). Solvent: CN(C)C=O (DMF), [OH-].[Na+] (sodium hydroxide). Run at time 18 hour. Product: C1(=CC=CC=C1)C=1N=CN(C1C1=NC=NC=C1)C1CCN(CC1)C(=O)OC(C)(C)C (tert-Butyl 4-(4-phenyl-5-pyrimidin-4-yl-1H-imidazol-1-yl)piperidine-1-carboxylate). As a reaction SMILES: C(=O)([O-])[O-].[K+].[K+].[N+:7]([CH:9]([C:20]1[CH:25]=[CH:24][CH:23]=[CH:22][CH:21]=1)S(C1C=CC(C)=CC=1)(=O)=O)#[C-:8].[N:26]1[CH:31]=[CH:30][C:29](/[CH:32]=[N:33]/[CH:34]2[CH2:39][CH2:38][N:37]([C:40]([O:42][C:43]([CH3:46])([CH3:45])[CH3:44])=[O:41])[CH2:36][CH2:35]2)=[N:28][CH:27]=1>CN(C=O)C.[OH-].[Na+]>[C:20]1([C:9]2[N:7]=[CH:8][N:33]([CH:34]3[CH2:35][CH2:36][N:37]([C:40]([O:42][C:43]([CH3:46])([CH3:45])[CH3:44])=[O:41])[CH2:38][CH2:39]3)[C:32]=2[C:29]2[CH:30]=[CH:31][N:26]=[CH:27][N:28]=2)[CH:21]=[CH:22][CH:23]=[CH:24][CH:25]=1 |f:0.1.2,6.7|. Procedure details: A mixture of potassium carbonate (107 mg, 0.774 mmol), 1-{[isocyano(phenyl)methyl]sulfonyl}-4-methylbenzene (C21, see Organic Syntheses; Wiley & Sons: New York, 2004; Collect. Vol. 10, p. 692) (0.209 g, 0.770 mmol) and tert-butyl 4-{[(1E)-pyrimidin-4-ylmethylene]amino}piperidine-1-carboxylate (C13) (582 mg, 2.00 mmol) in DMF (3 mL) was stirred for 18 hours at room temperature, then diluted with aqueous sodium hydroxide solution (1 N, 50 mL). The mixture was extracted with ethyl acetate, and the ... Starting materials: ClC=1C=CN2C(C3=C(C(=C2C1)CC)SNC3=O)=O (7-chloro-9-ethyl-1-thia-2,4a-diazacyclopenta[b]naphthalene-3,4-dione), NCC1=CC=C(C=C1)B(O)O (4-aminomethylphenylboronic acid), aqueous solution, C([O-])(O)=O.[Na+] (sodium bicarbonate). Reagents/catalysts: C=1C=CC(=CC1)[P](C=2C=CC=CC2)(C=3C=CC=CC3)[Pd]([P](C=4C=CC=CC4)(C=5C=CC=CC5)C=6C=CC=CC6)([P](C=7C=CC=CC7)(C=8C=CC=CC8)C=9C=CC=CC9)[P](C=1C=CC=CC1)(C=1C=CC=CC1)C=1C=CC=CC1 (tetrakis(triphenylphosphine)palladium(0)). Run in CN(C=O)C (dimethylformamide). The product is NCC1=CC=C(C=C1)C=1C=CN2C(C3=C(C(=C2C1)CC)SNC3=O)=O (7-(4-Aminomethylphenyl)-9-ethyl-1-thia-2,4a-diaza-cyclopenta[b]naphthalene-3,4-dione). As a reaction SMILES: [NH2:1][CH2:2][C:3]1[CH:8]=[CH:7][C:6](B(O)O)=[CH:5][CH:4]=1.C(=O)(O)[O-].[Na+].Cl[C:18]1[CH:19]=[CH:20][N:21]2[C:26]([CH:27]=1)=[C:25]([CH2:28][CH3:29])[C:24]1[S:30][NH:31][C:32](=[O:33])[C:23]=1[C:22]2=[O:34]>C1C=CC([P]([Pd]([P](C2C=CC=CC=2)(C2C=CC=CC=2)C2C=CC=CC=2)([P](C2C=CC=CC=2)(C2C=CC=CC=2)C2C=CC=CC=2)[P](C2C=CC=CC=2)(C2C=CC=CC=2)C2C=CC=CC=2)(C2C=CC=CC=2)C2C=CC=CC=2)=CC=1.CN(C)C=O>[NH2:1][CH2:2][C:3]1[CH:8]=[CH:7][C:6]([C:18]2[CH:19]=[CH:20][N:21]3[C:26]([CH:27]=2)=[C:25]([CH2:28][CH3:29])[C:24]2[S:30][NH:31][C:32](=[O:33])[C:23]=2[C:22]3=[O:34])=[CH:5][CH:4]=1 |f:1.2,^1:38,40,59,78|. Procedure details: Under an atmosphere of argon, tetrakis(triphenylphosphine)palladium(0) (20.4 mg, 0.018 mmol), 4-aminomethylphenylboronic acid (110.0 mg, 0.587 mmol), and a 1 M aqueous solution of sodium bicarbonate (1.75 mL, 1.75 mmol) were added sequentially to a solution containing 7-chloro-9-ethyl-1-thia-2,4a-diazacyclopenta[b]naphthalene-3,4-dione (33.0 mg, 0.118 mmol) and dimethylformamide (3.0 mL). The resulting orange mixture was irradiated in a microwave for 15 min (110° C.; 300 W) to give a red mixture... Starting materials: CN(C(=N)N(C)C)C (1,1,3,3-Tetramethylguanidine), BrCC=1C=C(C(=O)OC)C=CC1 (methyl 3-bromomethylbenzoate), CC(C#N)(O)C (acetone cyanohydrin). Run in C(C)#N (acetonitrile). Run at time 3 day. Product: COC(C1=CC(=CC=C1)CC#N)=O (Methyl-3-(cyanomethyl)benzoate). Reaction SMILES: C[N:2]([CH3:8])C(N(C)C)=N.Br[CH2:10][C:11]1[CH:12]=[C:13]([CH:18]=[CH:19][CH:20]=1)[C:14]([O:16][CH3:17])=[O:15].CC(C)(O)C#N>C(#N)C>[CH3:17][O:16][C:14](=[O:15])[C:13]1[CH:18]=[CH:19][CH:20]=[C:11]([CH2:10][C:8]#[N:2])[CH:12]=1. Reported procedure: 1,1,3,3-Tetramethylguanidine (3.21 ml, 25.6 mmol) was added dropwise to a solution of methyl 3-bromomethylbenzoate (2.80 g, 12.2 mmol) and acetone cyanohydrin (1.59 ml, 18.3 mmol) in acetonitrile (40 ml) at room temperature. The reaction was stirred for 3 days and the solvent then removed under reduced pressure. The resulting brown oil was purified by column chromatography on silica gel using ethyl acetate:pentane (50:50) as eluant to afford the title compound as a clear oil, 1.80 g.